Dataset: the Open Reaction Database (ORD), a public repository of structured organic reaction records. Task: describe an organic reaction: reactants, conditions, products, and yield Starting materials: ClC=1C=C(C=CC1)CCCN(C(NC=1SC(=CN1)SCC(=O)O)=O)[C@@H]1CC[C@H](CC1)C ({2-[-3-[3-(3-chloro-phenyl)-propyl]-3-(trans-4-methyl-cyclohexyl)-ureido]-thiazol-5-ylsulfanyl}-acetic acid), CO[C@@H]1CC[C@H](CC1)N (trans-4-methoxy-cyclohexylamine). The product is CO[C@@H]1CC[C@H](CC1)N(C(NC=1SC(=CN1)SCC(=O)O)=O)CCCC1=CC=CC=C1 ({2-[3-(trans-4-Methoxy-cyclohexyl)-3-(3-phenyl-propyl)-ureido]-thiazol-5-ylsulfanyl}-acetic acid). As a reaction SMILES: Cl[C:2]1[CH:3]=[C:4]([CH2:8][CH2:9][CH2:10][N:11]([C@H:25]2[CH2:30][CH2:29][C@H:28](C)[CH2:27][CH2:26]2)[C:12](=[O:24])[NH:13][C:14]2[S:15][C:16]([S:19][CH2:20][C:21]([OH:23])=[O:22])=[CH:17][N:18]=2)[CH:5]=[CH:6][CH:7]=1.[CH3:32][O:33][C@H]1CC[C@H](N)CC1>>[CH3:32][O:33][C@H:28]1[CH2:29][CH2:30][C@H:25]([N:11]([CH2:10][CH2:9][CH2:8][C:4]2[CH:3]=[CH:2][CH:7]=[CH:6][CH:5]=2)[C:12](=[O:24])[NH:13][C:14]2[S:15][C:16]([S:19][CH2:20][C:21]([OH:23])=[O:22])=[CH:17][N:18]=2)[CH2:26][CH2:27]1. Procedure details: The compound was prepared following an analogous procedure to the one described for the synthesis of {2-[-3-[3-(3-chloro-phenyl)-propyl]-3-(trans-4-methyl-cyclohexyl)-ureido]-thiazol-5-ylsulfanyl}-acetic acid using trans-4-methoxy-cyclohexylamine, Reactants: FC1=C(C=CC=C1)CCO (2-(2-fluorophenyl)ethanol), C(C)(C)N(C(=O)Cl)C(C)C (diisopropylcarbamoyl chloride), N1=CC=CC=C1 (pyridine), Cl (HCl). Run at temperature 90 celsius, time 8 hour. Yields the product C(C)(C)N(C(OCCC1=C(C=CC=C1)F)=O)C(C)C (2-(2-fluorophenyl)ethyl Diisopropylcarbamate). Yield: 91.7%. As a reaction SMILES: [F:1][C:2]1[CH:7]=[CH:6][CH:5]=[CH:4][C:3]=1[CH2:8][CH2:9][OH:10].[CH:11]([N:14]([CH:18]([CH3:20])[CH3:19])[C:15](Cl)=[O:16])([CH3:13])[CH3:12].N1C=CC=CC=1.Cl>>[CH:11]([N:14]([CH:18]([CH3:20])[CH3:19])[C:15](=[O:16])[O:10][CH2:9][CH2:8][C:3]1[CH:4]=[CH:5][CH:6]=[CH:7][C:2]=1[F:1])([CH3:13])[CH3:12]. Reported procedure: Under a nitrogen atmosphere, a mixture of 8.0 g (57.1 mmol) of 2-(2-fluorophenyl)ethanol, 9.34 g (57.1 mmol) of diisopropylcarbamoyl chloride and 6.93 ml (85.7 mmol) of pyridine was heated to 90° C. and stirred overnight. After cooling to room temperature, the mixture was treated with 1 N—HCl, extracted 3 times with ethyl acetate, washed with water, saturated NaHCO3, water and brine and then dried over sodium sulfate. After the solvent was distilled off, purification of the residue by silica gel... The reactants are ClC=1C=CC(=C(C(=O)C2=C(C=CC=C2)F)C1)I (5-chloro-2'-fluoro-2-iodobenzophenone), [BH4-].[Na+] (sodium borohydride). The solvent is C(C)O (ethanol), O (water). Conditions: temperature 0 celsius, time 15 minute. The product is ClC=1C=CC(=C(C(C2=C(C=CC=C2)F)O)C1)I (5-Chloro-2'-fluoro-2-iodobenzhydrol). As a reaction SMILES: [Cl:1][C:2]1[CH:3]=[CH:4][C:5]([I:17])=[C:6]([CH:16]=1)[C:7]([C:9]1[CH:14]=[CH:13][CH:12]=[CH:11][C:10]=1[F:15])=[O:8].[BH4-].[Na+]>C(O)C.O>[Cl:1][C:2]1[CH:3]=[CH:4][C:5]([I:17])=[C:6]([CH:16]=1)[CH:7]([OH:8])[C:9]1[CH:14]=[CH:13][CH:12]=[CH:11][C:10]=1[F:15] |f:1.2|. Procedure: A mixture of 54 g (0.15 mole) of 5-chloro-2'-fluoro-2-iodobenzophenone and 28.4 g (0.75 mole) of sodium borohydride in 1000 ml of ethanol was stirred at 0° C. for 15 min. The solution was diluted with water and extracted with ether. The ether solution was washed with water, dried over anhydrous sodium sulfate, and concentrated at reduced pressure to give a deep yellow oil. Reactants: CC(C)(C)OC(=O)NC1=NC(C)(c2cccc(NC(=O)c3ccco3)c2)COC1, ClCCl, Cl, C1COCCO1. Product: Cl, CC1(c2cccc(NC(=O)c3ccco3)c2)COCC(N)=N1. Reaction SMILES: [C:1]([O:2][C:3](=[O:4])[NH:7][C:8]1=[N:13][C:12]([CH3:14])([c:15]2[cH:16][c:17]([NH:21][C:22](=[O:23])[c:24]3[o:25][cH:26][cH:27][cH:28]3)[cH:18][cH:19][cH:20]2)[CH2:11][O:10][CH2:9]1)([CH3:5])([CH3:6])[CH3:29].[Cl:37][CH2:38][Cl:39].[ClH:30].[O:31]1[CH2:32][CH2:33][O:34][CH2:35][CH2:36]1>>[ClH:30].[NH2:7][C:8]1=[N:13][C:12]([CH3:14])([c:15]2[cH:16][c:17]([NH:21][C:22](=[O:23])[c:24]3[o:25][cH:26][cH:27][cH:28]3)[cH:18][cH:19][cH:20]2)[CH2:11][O:10][CH2:9]1.